Dataset: the Open Reaction Database (ORD), a public repository of structured organic reaction records. Task: describe an organic reaction: reactants, conditions, products, and yield Starting materials: Cc1ccccc1, OCCO, Cc1ccc(S(=O)(=O)O)cc1, O=Cc1cc2ccccc2cn1. Product: c1ccc2cc(C3OCCO3)ncc2c1. As a reaction SMILES: [CH3:28][c:29]1[cH:30][cH:31][cH:32][cH:33][cH:34]1.[OH:13][CH2:14][CH2:15][OH:16].[c:17]1([CH3:18])[cH:19][cH:20][c:21]([S:22]([OH:23])(=[O:24])=[O:25])[cH:26][cH:27]1.[cH:1]1[n:2][c:3]([CH:11]=[O:12])[cH:4][c:5]2[cH:6][cH:7][cH:8][cH:9][c:10]12>>[cH:1]1[n:2][c:3]([CH:11]2[O:12][CH2:15][CH2:14][O:13]2)[cH:4][c:5]2[cH:6][cH:7][cH:8][cH:9][c:10]12. The reactants are [BH4-], O=C([O-])O, COC(=O)COc1cc(OC)c(SCCC(=O)N(C)c2ccccn2)cc1C, Cl, [Na+], [Na+], O=P(Cl)(Cl)Cl. Product: COC(=O)COc1cc(OC)c(SCCCN(C)c2ccccn2)cc1C. Reaction SMILES: [BH4-:34].[C:37](=[O:38])([OH:39])[O-:40].[CH3:1][O:2][C:3]([CH2:4][O:5][c:6]1[c:7]([CH3:27])[cH:8][c:9]([S:14][CH2:15][CH2:16][C:17]([N:18]([c:19]2[n:20][cH:21][cH:22][cH:23][cH:24]2)[CH3:25])=[O:26])[c:10]([O:12][CH3:13])[cH:11]1)=[O:28].[ClH:36].[Na+:35].[Na+:41].[P:29]([Cl:30])([Cl:31])([Cl:32])=[O:33]>>[CH3:1][O:2][C:3]([CH2:4][O:5][c:6]1[c:7]([CH3:27])[cH:8][c:9]([S:14][CH2:15][CH2:16][CH2:17][N:18]([c:19]2[n:20][cH:21][cH:22][cH:23][cH:24]2)[CH3:25])[c:10]([O:12][CH3:13])[cH:11]1)=[O:28]. Reactants: C(C)(C)(C)OC(=O)N1CCC2=C(CC1)C(=C(C=C2)Cl)SCC2=CC(=C(C=C2)C(=O)O)F (3-tert-butoxycarbonyl-6-(4-carboxy-3-fluoro-benzylthio)-7-chloro-2,3,4,5-tetrahydro-1H-benzo[d]azepine), C(C)(C)(C)N (tert-butylamine), C(CCl)Cl (EDC), C=1C=CC2=C(C1)N=NN2O (HOBt). Reaction SMILES: [C:1]([O:5][C:6]([N:8]1[CH2:14][CH2:13][C:12]2[C:15]([S:20][CH2:21][C:22]3[CH:27]=[CH:26][C:25]([C:28](O)=[O:29])=[C:24]([F:31])[CH:23]=3)=[C:16]([Cl:19])[CH:17]=[CH:18][C:11]=2[CH2:10][CH2:9]1)=[O:7])([CH3:4])([CH3:3])[CH3:2].[C:32]([NH2:36])([CH3:35])([CH3:34])[CH3:33].C(Cl)CCl.C1C=CC2N(O)N=NC=2C=1>CN(C=O)C.CCOC(C)=O>[C:1]([O:5][C:6]([N:8]1[CH2:14][CH2:13][C:12]2[C:15]([S:20][CH2:21][C:22]3[CH:27]=[CH:26][C:25]([C:28](=[O:29])[NH:36][C:32]([CH3:35])([CH3:34])[CH3:33])=[C:24]([F:31])[CH:23]=3)=[C:16]([Cl:19])[CH:17]=[CH:18][C:11]=2[CH2:10][CH2:9]1)=[O:7])([CH3:4])([CH3:2])[CH3:3]. Conditions: temperature 70 celsius, time 8 hour. Procedure: To a solution of 3-tert-butoxycarbonyl-6-(4-carboxy-3-fluoro-benzylthio)-7-chloro-2,3,4,5-tetrahydro-1H-benzo[d]azepine (1.1 g, 2.36 mmol) in DMF (7 mL), add tert-butylamine (12.05 g, 165.2 mmol), EDC (1.81 g, 9.44 mmol) and HOBt (1.44 g, 10.62 mmol) and stir in a sealed tube at 70° C. overnight. Dilute with EtOAc, wash with water, dry over anhydrous MgSO4 and concentrate in vacuo. Purify by chromatography on silica gel eluting with hexane/EtOAc (9:1) to give 3-tert-butoxycarbonyl-6-(4-tert-buty... The product is C(C)(C)(C)OC(=O)N1CCC2=C(CC1)C(=C(C=C2)Cl)SCC2=CC(=C(C=C2)C(NC(C)(C)C)=O)F (3-tert-butoxycarbonyl-6-(4-tert-butylcarbamoyl-3-fluorobenzylthio)-7-chloro-2,3,4,5-tetrahydro-1H-benzo[d]azepine). Solvent: CCOC(=O)C (EtOAc), CN(C)C=O (DMF). Product: C(C)OC=1C=CC(=C(C1)O)CC (5-Ethoxy-2-ethyl-phenol). Reagents/catalysts: [Pd] (Pd/C). Starting materials: C(C)OC1=CC(=C(C=C1)C(C)=O)O (1-(4-Ethoxy-2-hydroxy-phenyl)-ethanone). Reaction SMILES: [CH2:1]([O:3][C:4]1[CH:9]=[CH:8][C:7]([C:10](=O)[CH3:11])=[C:6]([OH:13])[CH:5]=1)[CH3:2]>CO.[Pd]>[CH2:1]([O:3][C:4]1[CH:9]=[CH:8][C:7]([CH2:10][CH3:11])=[C:6]([OH:13])[CH:5]=1)[CH3:2]. Run in CO (MeOH). The yield is 97.0%. Conditions: time 24 hour. Reported procedure: 1-(4-Ethoxy-2-hydroxy-phenyl)-ethanone was dissolved in MeOH (40 mL), treated with 10 wt % Pd/C (1.4 g, Degussa type) and stirred under a balloon of H2 for 24 hours. The reaction mixture was filtered through a pad of celite washing with EtOAc. The filtrate was concentrated to give the product as an oil (3.12 g, 97%). 1H NMR (400 MHz, CDCl3): δ 1.21 (t, J=7.6 Hz, 3 H), 1.39 (t, J=7.1 Hz, 3 H), 2.56 (d, J=7.6 Hz, 2 H), 3.98 (d, J=7.1 Hz, 2 H), 4.79 (s, 1 H), 6.37 (d, J=2.5 Hz, 1 H), 6.44 (dd, J=8.... Reactants: ClC1=NC(=NS1)N (5-chloro-1,2,4-thiadiazol-3-amine), O(C(=O)OC(C)(C)C)C(=O)OC(C)(C)C (BOC2O), CN(C)C=O (DMF), [H-].[Na+] (sodium hydride). The solvent is [NH4+].[Cl-] (NH4Cl), O (water), CCOC(=O)C (EtOAc). Reaction conditions: time 4 hour. The product is ClC1=NC(=NS1)NC(OC(C)(C)C)=O (tert-Butyl 5-chloro-1,2,4-thiadiazol-3-ylcarbamate). The yield is 53.5%. As a reaction SMILES: [Cl:1][C:2]1[S:6][N:5]=[C:4]([NH2:7])[N:3]=1.[O:8](C(OC(C)(C)C)=O)[C:9]([O:11][C:12]([CH3:15])([CH3:14])[CH3:13])=O.CN(C=O)C.[H-].[Na+]>[NH4+].[Cl-].O.CCOC(C)=O>[Cl:1][C:2]1[S:6][N:5]=[C:4]([NH:7][C:9](=[O:8])[O:11][C:12]([CH3:15])([CH3:14])[CH3:13])[N:3]=1 |f:3.4,5.6|. Procedure: To a stirred solution of 5-chloro-1,2,4-thiadiazol-3-amine (0.93 g, 6.9 mmol) and BOC2O (2.9 mL, 12 mmol) in DMF (10 mL, 129 mmol) was added sodium hydride (60%) (0.55 g, 14 mmol) at 0° C., and the resulting mixture was stirred at room temperature for 4 hours. The reaction mixture was carefully diluted with aqueous NH4Cl and water (20 mL each) and diluted with EtOAc (15 mL). The separated aqueous layer was extracted with EtOAc (15 mL×2) and the combined organic layers were washed with brine, dri... The reactants are COC(=O)c1cc(SCCc2ccccc2)c[nH]1, CO, Cl, [K+], [OH-], O. Yields the product O=C(O)c1cc(SCCc2ccccc2)c[nH]1. As a reaction SMILES: [CH2:1]([CH2:2][c:3]1[cH:4][cH:5][cH:6][cH:7][cH:8]1)[S:9][c:10]1[cH:11][c:12]([C:15](=[O:16])[O:17][CH3:18])[nH:13][cH:14]1.[CH3:22][OH:23].[ClH:21].[K+:20].[OH-:19].[OH2:24]>>[CH2:1]([CH2:2][c:3]1[cH:4][cH:5][cH:6][cH:7][cH:8]1)[S:9][c:10]1[cH:11][c:12]([C:15](=[O:16])[OH:17])[nH:13][cH:14]1.